describe an organic reaction: reactants, conditions, products, and yield From a dataset of the Open Reaction Database (ORD), a public repository of structured organic reaction records. The reactants are CSc1nc(-c2ccncc2)c([N+](=O)[O-])c(=O)n1C, CN(C)C=O, NCC(N)Cc1ccccc1. Yields the product Cn1c(NCC(N)Cc2ccccc2)nc(-c2ccncc2)c([N+](=O)[O-])c1=O. As a reaction SMILES: [CH3:1][n:2]1[c:3]([S:18][CH3:19])[n:4][c:5](-[c:12]2[cH:13][cH:14][n:15][cH:16][cH:17]2)[c:6]([N+:9](=[O:10])[O-:11])[c:7]1=[O:8].[CH3:31][N:32]([CH3:33])[CH:34]=[O:35].[c:20]1([CH2:26][CH:27]([CH2:28][NH2:29])[NH2:30])[cH:21][cH:22][cH:23][cH:24][cH:25]1>>[CH3:1][n:2]1[c:3]([NH:29][CH2:28][CH:27]([CH2:26][c:20]2[cH:21][cH:22][cH:23][cH:24][cH:25]2)[NH2:30])[n:4][c:5](-[c:12]2[cH:13][cH:14][n:15][cH:16][cH:17]2)[c:6]([N+:9](=[O:10])[O-:11])[c:7]1=[O:8]. Product: CC(C)(C)OC(=O)C1CC(=O)CN1C(=O)OC(C)(C)C. Reactants: C=C1CC(C(=O)OC(C)(C)C)N(C(=O)OC(C)(C)C)C1, COCCOCCOC, CC(C)C(C)BC(C)C(C)C, C1CCOC1. Reaction SMILES: [C:1]([CH3:2])([CH3:3])([CH3:4])[O:5][C:6]([CH:7]1[N:8]([C:13](=[O:14])[O:15][C:16]([CH3:17])([CH3:18])[CH3:19])[CH2:9][C:10](=[CH2:12])[CH2:11]1)=[O:20].[CH3:32][O:33][CH2:34][CH2:35][O:36][CH2:37][CH2:38][O:39][CH3:40].[CH:21]([BH:22][CH:23]([CH:24]([CH3:25])[CH3:26])[CH3:27])([CH:28]([CH3:29])[CH3:30])[CH3:31].[O:41]1[CH2:42][CH2:43][CH2:44][CH2:45]1>>[C:1]([CH3:2])([CH3:3])([CH3:4])[O:5][C:6]([CH:7]1[N:8]([C:13](=[O:14])[O:15][C:16]([CH3:17])([CH3:18])[CH3:19])[CH2:9][C:10](=[O:33])[CH2:11]1)=[O:20]. Starting materials: NC1=CC=C(C=N1)C#CC(C)(O)C (4-(6-amino-pyridin-3-yl)-2-methyl-but-3-yn-2-ol), [OH-].[Na+] (NaOH). Solvent: C1(=CC=CC=C1)C (toluene). Product: C(#C)C=1C=CC(=NC1)N (5-Ethynyl-pyridin-2-ylamine). Yield: 36.4%. RXN SMILES: [NH2:1][C:2]1[N:7]=[CH:6][C:5]([C:8]#[C:9]C(C)(O)C)=[CH:4][CH:3]=1.[OH-].[Na+]>C1(C)C=CC=CC=1>[C:8]([C:5]1[CH:4]=[CH:3][C:2]([NH2:1])=[N:7][CH:6]=1)#[CH:9] |f:1.2|. Procedure details: A solution of 4-(6-amino-pyridin-3-yl)-2-methyl-but-3-yn-2-ol (example D.1 method 2 step 1) (22.5 g, 128 mmol) in toluene (500 mL) was refluxed in the presence of powdered NaOH (3.83 g, 96 mmol) for 16 h. The solvent was removed under reduced pressure to leave a brown residue which was purified by silica gel column chromatography with dichloromethane and ether, followed by trituration with heptane to give the title compound (5.5 g, 36%) (31.1 g, 100%) as light red solid. MS (EI) 118.1 [(M)+]; mp... Reactants: O=C([O-])[O-], CI, CCOCC, CN(C)C=O, CSc1ccc(Cl)c(C(=O)O)c1, [K+], [K+]. The product is COC(=O)c1cc(SC)ccc1Cl. As a reaction SMILES: [C:13](=[O:14])([O-:15])[O-:16].[CH3:19][I:20].[CH3:21][CH2:22][O:23][CH2:24][CH3:25].[CH3:26][N:27]([CH3:28])[CH:29]=[O:30].[Cl:1][c:2]1[c:3]([C:4](=[O:5])[OH:6])[cH:7][c:8]([S:11][CH3:12])[cH:9][cH:10]1.[K+:17].[K+:18]>>[Cl:1][c:2]1[c:3]([C:4](=[O:5])[O:6][CH3:13])[cH:7][c:8]([S:11][CH3:12])[cH:9][cH:10]1. Reactants: C1CCOC1, C[Si](C)(C)[N-][Si](C)(C)C, CCOC(=O)c1cnc(Cl)c(I)c1, CC(O)C(F)(F)F, [Na+]. Product: CCOC(=O)c1cnc(OC(C)C(F)(F)F)c(I)c1. RXN SMILES: [CH2:31]1[O:32][CH2:33][CH2:34][CH2:35]1.[CH3:21][Si:22]([N-:23][Si:24]([CH3:25])([CH3:26])[CH3:27])([CH3:28])[CH3:29].[Cl:1][c:2]1[n:3][cH:4][c:5]([C:6](=[O:7])[O:8][CH2:9][CH3:10])[cH:11][c:12]1[I:13].[F:14][C:15]([CH:16]([CH3:17])[OH:18])([F:19])[F:20].[Na+:30]>>[c:2]1([O:18][CH:16]([C:15]([F:14])([F:19])[F:20])[CH3:17])[n:3][cH:4][c:5]([C:6](=[O:7])[O:8][CH2:9][CH3:10])[cH:11][c:12]1[I:13]. The reactants are COc1ccccc1S(=O)(=O)OCC(=O)c1ccccc1, CC(=O)OC(C)=O, NNc1ccccc1, c1ccccc1. The product is COc1ccccc1S(=O)(=O)OCC(=NNc1ccccc1)c1ccccc1. Reaction SMILES: [CH3:16][O:17][c:18]1[cH:19][cH:20][cH:21][cH:22][c:23]1[S:24](=[O:25])(=[O:26])[O:27][CH2:28][C:29](=[O:30])[c:31]1[cH:32][cH:33][cH:34][cH:35][cH:36]1.[CH3:1][C:2]([O:3][C:4](=[O:5])[CH3:6])=[O:7].[NH2:8][NH:9][c:10]1[cH:11][cH:12][cH:13][cH:14][cH:15]1.[cH:37]1[cH:38][cH:39][cH:40][cH:41][cH:42]1>>[N:8]([NH:9][c:10]1[cH:11][cH:12][cH:13][cH:14][cH:15]1)=[C:29]([CH2:28][O:27][S:24]([c:23]1[c:18]([O:17][CH3:16])[cH:19][cH:20][cH:21][cH:22]1)(=[O:25])=[O:26])[c:31]1[cH:32][cH:33][cH:34][cH:35][cH:36]1. The reactants are COC=1C=C(CCl)C=CC1OC (3,4-dimethoxybenzyl chloride), C1OC=2C=C(C=CC2O1)C1C(C(NC1)=O)C(=O)OCC (ethyl 4-(3,4-methylenedioxyphenyl)-2-oxo-3-pyrrolidinecarboxylate), [Na] (sodium). Solvent: C(C)O (ethanol), C(C)O (ethanol). Reaction conditions: time 1 hour. Yields the product COC=1C=C(CC2(C(NCC2C2=CC3=C(C=C2)OCO3)=O)C(=O)OCC)C=CC1OC (ethyl 3-(3,4-dimethoxybenzyl)-4-(3,4-methylenedioxyphenyl)-2-oxo-3-pyrrolidinecarboxylate). The yield is 75.4%. Reaction SMILES: [CH2:1]1[O:9][C:8]2[CH:7]=[CH:6][C:5]([CH:10]3[CH2:14][NH:13][C:12](=[O:15])[CH:11]3[C:16]([O:18][CH2:19][CH3:20])=[O:17])=[CH:4][C:3]=2[O:2]1.[Na].[CH3:22][O:23][C:24]1[CH:25]=[C:26]([CH:29]=[CH:30][C:31]=1[O:32][CH3:33])[CH2:27]Cl>C(O)C>[CH3:22][O:23][C:24]1[CH:25]=[C:26]([CH:29]=[CH:30][C:31]=1[O:32][CH3:33])[CH2:27][C:11]1([C:16]([O:18][CH2:19][CH3:20])=[O:17])[CH:10]([C:5]2[CH:6]=[CH:7][C:8]3[O:9][CH2:1][O:2][C:3]=3[CH:4]=2)[CH2:14][NH:13][C:12]1=[O:15] |^1:20|. Reported procedure: A solution of 9.9 g of ethyl 4-(3,4-methylenedioxyphenyl)-2-oxo-3-pyrrolidinecarboxylate in 40 ml of absolute ethanol is added to a solution of 0.9 g of sodium in 50 ml of absolute ethanol at room temperature with stirring. The stirring is continued for one hour. To the mixture is added 8 g of 3,4-dimethoxybenzyl chloride. The resulting mixture is held at room temperature with stirring for one hour and then refluxed for an additional two hours. The ethanol is then removed under reduced pressure,...